Dataset: the Open Reaction Database (ORD), a public repository of structured organic reaction records. Task: describe an organic reaction: reactants, conditions, products, and yield Run in C1=CCCCCC1 (cycloheptene). Procedure: Prepared as in Example 37, using 4-hydroxy-6,7,8,9-tetrahydro-5H-benzocycloheptene as the starting material, which was prepared as follows: 8 g (71.4 mmol) 2-hydroxypyrone (Syn. Commun., 5, 461, (1975)) and 20 mL cycloheptene were reacted in a sealed tube at 150° C. for 24 h to give 1-oxo-3,4,6,7,8,9-hexahydro-5H-benzocycloheptene in 49.5% yield, followed by reaction with isopropenyl acetate to afford the enol acetate and treatment with 2,3-dichloro-5,6-dicyanobenzoquinone at 90° C. for 1.5 h (s... Isolated yield 49.5%. RXN SMILES: [OH:1][C:2]1[C:12]2[CH2:11][CH2:10][CH2:9][CH2:8][CH2:7][C:6]=2[CH:5]=[CH:4][CH:3]=1>C1CCCCCC=1>[O:1]=[C:2]1[C:12]2[CH2:11][CH2:10][CH2:9][CH2:8][CH2:7][C:6]=2[CH2:5][CH2:4][CH2:3]1. The product is O=C1CCCC2=C1CCCCC2 (1-oxo-3,4,6,7,8,9-hexahydro-5H-benzocycloheptene). The reactants are OC1=CC=CC=2CCCCCC21 (4-hydroxy-6,7,8,9-tetrahydro-5H-benzocycloheptene), 2-hydroxypyrone. Reactants: N(=[N+]=[N-])[C@@H](CN1N=CC=2C1=CC1=C(C=CCC12)OC)C ((R)-1-(2-azido-propyl)-7-methoxy-1,4-dihydro-indeno[2,1-c]pyrazole), C(\C=C\C(=O)O)(=O)O (fumaric acid). The reagents and catalysts are [Pt]=O (platinum oxide). Solvent: C(C)O (ethanol), CO (methanol), C(C)OCC (diethyl ether). Conditions: time 15 hour. Product: C(\C=C\C(=O)O)(=O)O.COC1=C2C=C3N(N=CC3=C2CC=C1)C[C@@H](C)N ((R)-2-(7-methoxy-1,4-dihydro-indeno[2,1-c]pyrazol-1 -yl)-1-methyl-ethylamine fumarate). Yield: 82.7%. RXN SMILES: [N:1]([C@H:4]([CH3:20])[CH2:5][N:6]1[C:10]2=[CH:11][C:12]3[C:17]([CH2:16][CH:15]=[CH:14][C:13]=3[O:18][CH3:19])=[C:9]2[CH:8]=[N:7]1)=[N+]=[N-].[C:21]([OH:28])(=[O:27])/[CH:22]=[CH:23]/[C:24]([OH:26])=[O:25]>C(O)C.C(OCC)C.CO.[Pt]=O>[C:21]([OH:28])(=[O:27])/[CH:22]=[CH:23]/[C:24]([OH:26])=[O:25].[CH3:19][O:18][C:13]1[CH:14]=[CH:15][CH2:16][C:17]2[C:12]=1[CH:11]=[C:10]1[C:9]=2[CH:8]=[N:7][N:6]1[CH2:5][C@H:4]([NH2:1])[CH3:20] |f:6.7|. Procedure details: 0.5 g (1.85 mmol) of (R)-1-(2-azido-propyl)-7-methoxy-1,4-dihydro-indeno[2,1-c]pyrazole dissolved in 50 ml of anhydrous ethanol were hydrogenated over 50 mg of platinum oxide for 2 hours. The catalyst was subsequently filtered off, rinsed with ethanol and the solvent was removed in a vacuum. The colorless oil obtained was dissolved in 70 ml of anhydrous diethyl ether, filtered and treated while stirring with a solution of 215 mg(1.85 mmol) of fumaric acid in 5 ml of methanol. The mixture was sti... Reactants: O=C([O-])O, CCOC(OCC)c1cc(-c2cc3ncc(C#N)c(Nc4cc(OC)c(Cl)cc4Cl)c3cc2OC)co1, Cl, [Na+], C1CCOC1. Product: COc1cc(Nc2c(C#N)cnc3cc(-c4coc(C=O)c4)c(OC)cc23)c(Cl)cc1Cl. Reaction SMILES: [C:39](=[O:40])([OH:41])[O-:42].[Cl:1][c:2]1[c:3]([NH:11][c:12]2[c:13]([C:36]#[N:37])[cH:14][n:15][c:16]3[cH:17][c:18](-[c:24]4[cH:25][o:26][c:27]([CH:29]([O:30][CH2:34][CH3:35])[O:31][CH2:32][CH3:33])[cH:28]4)[c:19]([O:22][CH3:23])[cH:20][c:21]23)[cH:4][c:5]([O:9][CH3:10])[c:6]([Cl:8])[cH:7]1.[ClH:38].[Na+:43].[O:44]1[CH2:45][CH2:46][CH2:47][CH2:48]1>>[Cl:1][c:2]1[c:3]([NH:11][c:12]2[c:13]([C:36]#[N:37])[cH:14][n:15][c:16]3[cH:17][c:18](-[c:24]4[cH:25][o:26][c:27]([CH:29]=[O:30])[cH:28]4)[c:19]([O:22][CH3:23])[cH:20][c:21]23)[cH:4][c:5]([O:9][CH3:10])[c:6]([Cl:8])[cH:7]1. Starting materials: OC1C(NC(N1C1CCCCC1)=O)=O (5-hydroxy-1-cyclohexylhydantoin), CI (methyl iodide). The solvent is CO (methanol), C[O-] (methoxide). Run at time 1 hour. Product: OC1C(N(C(N1C1CCCCC1)=O)C)=O (5-hydroxy-1-cyclohexyl-3-methylhydantoin). As a reaction SMILES: [OH:1][CH:2]1[N:6]([CH:7]2[CH2:12][CH2:11][CH2:10][CH2:9][CH2:8]2)[C:5](=[O:13])[NH:4][C:3]1=[O:14].[CH3:15]I>CO.C[O-]>[OH:1][CH:2]1[N:6]([CH:7]2[CH2:12][CH2:11][CH2:10][CH2:9][CH2:8]2)[C:5](=[O:13])[N:4]([CH3:15])[C:3]1=[O:14]. Procedure details: 2.0 g of 5-hydroxy-1-cyclohexylhydantoin were dissolved in 30 ml of methanol containing 600 mg of sodim methoxide. 20 minutes thereafter, 0.7 ml of methyl iodide were added dropwise to the solution and the reaction was continued at 50° C. for 1 hour. The solvent was removed by distillation and the residue was purified by thin layer chromatography on silica gel (ethyl acetate:hexane=1:1). The obtained crude product was recrystallized from benzene to give 500 mg of 5-hydroxy-1-cyclohexyl-3-methylh... The reactants are O=C1C(CC2=CC(=C(C(=C12)Cl)Cl)OCC(=O)OC(C)(C)C)(C)C1CCCC1 (tert.-butyl (1-oxo-2-cyclopentyl-2-methyl-6,7-dichloro-5-indanyloxy)acetate), C1(=CC=C(C=C1)S(=O)(=O)O)C (p-toluenesulfonic acid). Solvent: C1=CC=CC=C1 (benzene). Conditions: temperature 25 celsius. Yields the product O=C1C(CC2=CC(=C(C(=C12)Cl)Cl)OCC(=O)O)(C)C1CCCC1 ((1-oxo-2-cyclopentyl-2-methyl-6,7-dichloro-5-indanyloxy)acetic acid). Reaction SMILES: [O:1]=[C:2]1[C:10]2[C:5](=[CH:6][C:7]([O:13][CH2:14][C:15]([O:17]C(C)(C)C)=[O:16])=[C:8]([Cl:12])[C:9]=2[Cl:11])[CH2:4][C:3]1([CH:23]1[CH2:27][CH2:26][CH2:25][CH2:24]1)[CH3:22].C1(C)C=CC(S(O)(=O)=O)=CC=1>C1C=CC=CC=1>[O:1]=[C:2]1[C:10]2[C:5](=[CH:6][C:7]([O:13][CH2:14][C:15]([OH:17])=[O:16])=[C:8]([Cl:12])[C:9]=2[Cl:11])[CH2:4][C:3]1([CH:23]1[CH2:27][CH2:26][CH2:25][CH2:24]1)[CH3:22]. Reported procedure: A solution of tert.-butyl (1-oxo-2-cyclopentyl-2-methyl-6,7-dichloro-5-indanyloxy)acetate (4.13 g., 0.01 mole) and p-toluenesulfonic acid (0.3 g.) in benzene (50 ml.) is refluxed for ten minutes then cooled to 25°C. affording (1-oxo-2-cyclopentyl-2-methyl-6,7-dichloro-5-indanyloxy)acetic acid which melts at 113°-114°C. after recrystallization from acetic acid. The reactants are O (Water), C1(=CC=CC2=CC=CC=C12)N1N=NN=C1S (1-(Naphthalen-1-yl)-1H-tetrazole-5-thiol), BrCC(=O)OCC (ethyl bromoacetate), C([O-])([O-])=O.[K+].[K+] (potassium carbonate). Solvent: CN(C)C=O (DMF). Run at time 16 hour. The product is C1(=CC=CC2=CC=CC=C12)N1N=NN=C1SCC(=O)OCC (ethyl 2-(1-(naphthalen-1-yl)-1H-tetrazol-5-ylthio)acetate). Isolated yield 94.5%. Reaction SMILES: [C:1]1([N:11]2[C:15]([SH:16])=[N:14][N:13]=[N:12]2)[C:10]2[C:5](=[CH:6][CH:7]=[CH:8][CH:9]=2)[CH:4]=[CH:3][CH:2]=1.Br[CH2:18][C:19]([O:21][CH2:22][CH3:23])=[O:20].C(=O)([O-])[O-].[K+].[K+].O>CN(C=O)C>[C:1]1([N:11]2[C:15]([S:16][CH2:18][C:19]([O:21][CH2:22][CH3:23])=[O:20])=[N:14][N:13]=[N:12]2)[C:10]2[C:5](=[CH:6][CH:7]=[CH:8][CH:9]=2)[CH:4]=[CH:3][CH:2]=1 |f:2.3.4|. Procedure: A mixture of 1-(Naphthalen-1-yl)-1H-tetrazole-5-thiol (235 mg, 1.03 mmol), ethyl bromoacetate (189 mg, 1.13 mmol) and potassium carbonate (171 mg, 1.24 mmol) in DMF (3 mL) was stirred at room temperature for 16 hours. Water was then added to the reaction mixture and the precipitate that formed collected to give ethyl 2-(1-(naphthalen-1-yl)-1H-tetrazol-5-ylthio)acetate as a solid (306 mg, 94%). The reactants are N=C1N(C(SC1(C1=CC=CC=C1)C)=S)NC1=CC=CC=C1 (4-imino-5-methyl-5-phenyl-3-phenylaminothiazolidine-2-thione), Cl.NO (hydroxylamine hydrochloride). Run in CO (methanol). The product is ON=C1N(C(SC1(C1=CC=CC=C1)C)=S)NC1=CC=CC=C1 (4-hydroxyimino-5-methyl-5-phenyl-3-phenylamino-thiazolidine-2-thione). Yield: 52.2%. RXN SMILES: [NH:1]=[C:2]1[C:6]([CH3:13])([C:7]2[CH:12]=[CH:11][CH:10]=[CH:9][CH:8]=2)[S:5][C:4](=[S:14])[N:3]1[NH:15][C:16]1[CH:21]=[CH:20][CH:19]=[CH:18][CH:17]=1.Cl.N[OH:24]>CO>[OH:24][N:1]=[C:2]1[C:6]([CH3:13])([C:7]2[CH:8]=[CH:9][CH:10]=[CH:11][CH:12]=2)[S:5][C:4](=[S:14])[N:3]1[NH:15][C:16]1[CH:21]=[CH:20][CH:19]=[CH:18][CH:17]=1 |f:1.2|. Procedure: A solution of 4-imino-5-methyl-5-phenyl-3-phenylaminothiazolidine-2-thione (0.31 g) and hydroxylamine hydrochloride (0.16 g) in methanol (15 ml) was refluxed for 6 hrs followed by solvent evaporation. The residue was purified by column chromatography (ethyl acetate-n-hexane, ⅓) to yield 4-hydroxyimino-5-methyl-5-phenyl-3-phenylamino-thiazolidine-2-thione (0.17 g) having a melting point of 83-84° C.